Task: describe an organic reaction: reactants, conditions, products, and yield. Dataset: the Open Reaction Database (ORD), a public repository of structured organic reaction records Reactants: BrCCN1C(C2(N(C(C=3NC4=CC=C(C=C4C3C2)OC)C2=CC(=CC=C2)O)C1=O)C)=O ((3aSR,10RS)-2-(2-Bromoethyl)-10-(3-hydroxy-phenyl)-6-methoxy-3a-methyl-3a,4,9,10-tetrahydro-2,9,10a-triaza-cyclopenta[b]-fluorene-1,3-dione), C(C)(=O)N1CCNCC1 (N-acetyl piperazine). The product is C(C)(=O)N1CCN(CC1)CCN1C(C2(N(C(C=3NC4=CC=C(C=C4C3C2)OC)C2=CC(=CC=C2)O)C1=O)C)=O ((3aSR,10RS)-2-[2-(4-Acetyl-piperazin-1-yl)-ethyl]-10-(3-hydroxy-phenyl)-6-methoxy-3a-methyl-3a,4,9,10-tetrahydro-2,9,10a-triaza-cyclopenta[b]fluorene-1,3-dione). RXN SMILES: Br[CH2:2][CH2:3][N:4]1[C:28](=[O:29])[N:7]2[CH:8]([C:21]3[CH:26]=[CH:25][CH:24]=[C:23]([OH:27])[CH:22]=3)[C:9]3[NH:10][C:11]4[C:16]([C:17]=3[CH2:18][C:6]2([CH3:30])[C:5]1=[O:31])=[CH:15][C:14]([O:19][CH3:20])=[CH:13][CH:12]=4.[C:32]([N:35]1[CH2:40][CH2:39][NH:38][CH2:37][CH2:36]1)(=[O:34])[CH3:33]>>[C:32]([N:35]1[CH2:40][CH2:39][N:38]([CH2:2][CH2:3][N:4]2[C:28](=[O:29])[N:7]3[CH:8]([C:21]4[CH:26]=[CH:25][CH:24]=[C:23]([OH:27])[CH:22]=4)[C:9]4[NH:10][C:11]5[C:16]([C:17]=4[CH2:18][C:6]3([CH3:30])[C:5]2=[O:31])=[CH:15][C:14]([O:19][CH3:20])=[CH:13][CH:12]=5)[CH2:37][CH2:36]1)(=[O:34])[CH3:33]. Reported procedure: The title compound is prepared similarly as described for example 29 using (3aSR,10RS)-2-(2-Bromoethyl)-10-(3-hydroxy-phenyl)-6-methoxy-3a-methyl-3a,4,9,10-tetrahydro-2,9,10a-triaza-cyclopenta[b]-fluorene-1,3-dione (example 24) and N-acetyl piperazine as starting materials. MS: m/z (MH+)=532.1 The reactants are BrC1=CC=2C(C=3C=C4C(=CC3C(C2C=C1)(O)C1=CC=CC=C1)C1=CC=CC=C1C4(C)C)(O)C4=CC=CC=C4 (9-bromo-13,13-dimethyl-6,11-diphenyl-11,13-dihydro-6H-indeno[1,2-b]anthracene-6,11-diol), [I-].[K+] (potassium iodide), [PH2](=O)[O-].[Na+] (sodium hypophosphite). Run in C(C)(=O)O (acetic acid). Conditions: time 5 hour. The product is BrC1=CC2=C(C=3C=C4C(=CC3C(=C2C=C1)C1=CC=CC=C1)C1=CC=CC=C1C4(C)C)C4=CC=CC=C4 (9-bromo-13,13-dimethyl-6,11-diphenyl-13H-indeno[1,2-b]anthracene). Isolated yield 73.6%. RXN SMILES: [Br:1][C:2]1[CH:15]=[CH:14][C:13]2[C:12]([C:17]3[CH:22]=[CH:21][CH:20]=[CH:19][CH:18]=3)(O)[C:11]3[CH:10]=[C:9]4[C:23]5[C:28]([C:29]([CH3:31])([CH3:30])[C:8]4=[CH:7][C:6]=3[C:5]([C:33]3[CH:38]=[CH:37][CH:36]=[CH:35][CH:34]=3)(O)[C:4]=2[CH:3]=1)=[CH:27][CH:26]=[CH:25][CH:24]=5.[I-].[K+].[PH2]([O-])=O.[Na+]>C(O)(=O)C>[Br:1][C:2]1[CH:15]=[CH:14][C:13]2[C:4](=[C:5]([C:33]3[CH:34]=[CH:35][CH:36]=[CH:37][CH:38]=3)[C:6]3[CH:7]=[C:8]4[C:29]([CH3:30])([CH3:31])[C:28]5[C:23](=[CH:24][CH:25]=[CH:26][CH:27]=5)[C:9]4=[CH:10][C:11]=3[C:12]=2[C:17]2[CH:18]=[CH:19][CH:20]=[CH:21][CH:22]=2)[CH:3]=1 |f:1.2,3.4|. Procedure details: 9-bromo-13,13-dimethyl-6,11-diphenyl-11,13-dihydro-6H-indeno[1,2-b]anthracene-6,11-diol (4.19 g, 0.0075 mol), potassium iodide (12.45 g, 0.075 mol), and sodium hypophosphite (6 g, 0.037 mol) were placed in a flask, and were suspended in acetic acid (200 ml). The reaction mixture was stirred for five hours while heating. After the reaction was terminated, the reaction solution was added to an excess of distilled water. The resultant solid was washed with distilled water, filtered, and purified by...